From a dataset of the Open Reaction Database (ORD), a public repository of structured organic reaction records. describe an organic reaction: reactants, conditions, products, and yield Reactants: O=C(O)Cc1cccc(CBr)c1, CO, C[O-], [Na+]. The product is COCc1cccc(CC(=O)O)c1. RXN SMILES: [Br:4][CH2:5][c:6]1[cH:7][c:8]([CH2:12][C:13](=[O:14])[OH:15])[cH:9][cH:10][cH:11]1.[CH3:16][OH:17].[CH3:1][O-:2].[Na+:3]>>[CH3:1][O:2][CH2:5][c:6]1[cH:7][c:8]([CH2:12][C:13](=[O:14])[OH:15])[cH:9][cH:10][cH:11]1.